From a dataset of the Open Reaction Database (ORD), a public repository of structured organic reaction records. describe an organic reaction: reactants, conditions, products, and yield As a reaction SMILES: [C:1]([NH:8][C@H:9]([C:19]#[CH:20])[CH2:10][O:11][Si:12]([C:15]([CH3:18])([CH3:17])[CH3:16])([CH3:14])[CH3:13])([O:3][C:4]([CH3:7])([CH3:6])[CH3:5])=[O:2].[H-].[Na+].CI.[CH3:25]COC(C)=O>C1COCC1>[C:1]([N:8]([C@H:9]([C:19]#[CH:20])[CH2:10][O:11][Si:12]([C:15]([CH3:18])([CH3:17])[CH3:16])([CH3:14])[CH3:13])[CH3:25])([O:3][C:4]([CH3:6])([CH3:7])[CH3:5])=[O:2] |f:1.2|. The reactants are CCOC(=O)C (EtOAc), C(=O)(OC(C)(C)C)N[C@@H](CO[Si](C)(C)C(C)(C)C)C#C ((R)-N-Boc-2-amino-1-(-tert-butyldimethylsilyloxy)-but-3-yne), [H-].[Na+] (NaH), CI (MeI). Procedure: (R)-2-(N-Boc-N-methylamino)-1-(tert-butyldimethylsilyloxy)-but-3-yne was synthesized according to Method Y above by the treatment of (R)-N-Boc-2-amino-1-(-tert-butyldimethylsilyloxy)-but-3-yne (200 mg, 0.67 mmol) (Example 104B) with NaH (21 mg, 0.87 mmol) and MeI (189 mg, 1.34 mmol) in THF (12 mL). The product was obtained after silica gel column chromatography with a 0-10% EtOAc in hexanes gradient. (Yield 200 mg, 95%). Yields the product C(=O)(OC(C)(C)C)N(C)[C@@H](CO[Si](C)(C)C(C)(C)C)C#C ((R)-2-(N-Boc-N-methylamino)-1-(tert-butyldimethylsilyloxy)-but-3-yne). The solvent is hexanes, C1CCOC1 (THF).